From a dataset of the Open Reaction Database (ORD), a public repository of structured organic reaction records. describe an organic reaction: reactants, conditions, products, and yield Starting materials: Br (hydrobromic acid), C(C1=CC=CC=C1)N1CC2=CC(=C(C=C2C1)OC)OC (2-benzyl-5,6-dimethoxyisoindoline). Yields the product Br.C(C1=CC=CC=C1)N1CC2=CC(=C(C=C2C1)O)O (2-benzyl-5,6-dihydroxyisoindoline hydrobromide). Isolated yield 96.5%. RXN SMILES: [BrH:1].[CH2:2]([N:9]1[CH2:17][C:16]2[C:11](=[CH:12][C:13]([O:20]C)=[C:14]([O:18]C)[CH:15]=2)[CH2:10]1)[C:3]1[CH:8]=[CH:7][CH:6]=[CH:5][CH:4]=1>>[BrH:1].[CH2:2]([N:9]1[CH2:10][C:11]2[C:16](=[CH:15][C:14]([OH:18])=[C:13]([OH:20])[CH:12]=2)[CH2:17]1)[C:3]1[CH:4]=[CH:5][CH:6]=[CH:7][CH:8]=1 |f:2.3|. Reported procedure: 3.54 ml of 48% hydrobromic acid was added to 500 mg (1.86 mmol) of 2-benzyl-5,6-dimethoxyisoindoline, and the mixture was refluxed for 3 hours under stirring. The precipitated crystals were collected from the reaction solution, and washed with water and acetone to obtain 578 mg (yield: 96.5%) of the above identified compound as colorless prism crystals. The reactants are C(C)N(CCN1C2=C(SCC1)C=C(C=C2)[N+](=O)[O-])CC (N,N-diethyl-2-(7-nitro-2H-benzo[b][1,4]thiazin-4(3H)-yl)ethanamine), O.NN (hydrazine hydrate). The reagents and catalysts are [Ni] (Raney-Nickel). Solvent: CO (MeOH). Yields the product C(C)N(CCN1C2=C(SCC1)C=C(C=C2)N)CC (4-(2-(Diethylamino)ethyl)-3,4-dihydro-2H-benzo[b][1,4]thiazin-7-amine). The yield is 107.2%. RXN SMILES: [CH2:1]([N:3]([CH2:19][CH3:20])[CH2:4][CH2:5][N:6]1[CH2:11][CH2:10][S:9][C:8]2[CH:12]=[C:13]([N+:16]([O-])=O)[CH:14]=[CH:15][C:7]1=2)[CH3:2].O.NN>CO.[Ni]>[CH2:19]([N:3]([CH2:1][CH3:2])[CH2:4][CH2:5][N:6]1[CH2:11][CH2:10][S:9][C:8]2[CH:12]=[C:13]([NH2:16])[CH:14]=[CH:15][C:7]1=2)[CH3:20] |f:1.2|. Procedure: To a stirred solution of N,N-diethyl-2-(7-nitro-2H-benzo[b][1,4]thiazin-4(3H)-yl)ethanamine (1.109 g, 3.76 mmol) in MeOH (30 mL) was added Raney-Nickel (slurry in water; ˜0.1 g, 3.76 mmol) followed by hydrazine hydrate (1.828 mL, 37.6 mmol). The mixture was immersed in a preheated oil bath and refluxed for 30 minutes. The solution was cooled to room temperature, filtered through Celite, and washed with MeOH. The crude material was filtered through a silica plug (3.5% (2M NH3 in MeOH):CH2Cl2). Th... Reactants: C(C1=CC=CC=C1)OC(=O)CN1C(C=NC2=CC(=C(C=C12)Cl)Cl)=O (1-benzyloxycarbonylmethyl-6,7-dichloroquinoxaline-2(1H)-one), OO (H2O2), O (water). Run in C(C)(=O)O (acetic acid). Product: C1(=CC=CC=C1)COC(=O)CN1C(C(NC2=CC(=C(C=C12)Cl)Cl)=O)=O (1-Phenylmethyloxycarbonylmethyl-6,7-dichloroquinoxaline-2,3(1H, 4H)-dione). Reaction SMILES: [CH2:1]([O:8][C:9]([CH2:11][N:12]1[C:21]2[C:16](=[CH:17][C:18]([Cl:23])=[C:19]([Cl:22])[CH:20]=2)[N:15]=[CH:14][C:13]1=[O:24])=[O:10])[C:2]1[CH:7]=[CH:6][CH:5]=[CH:4][CH:3]=1.[OH:25]O.O>C(O)(=O)C>[C:2]1([CH2:1][O:8][C:9]([CH2:11][N:12]2[C:21]3[C:16](=[CH:17][C:18]([Cl:23])=[C:19]([Cl:22])[CH:20]=3)[NH:15][C:14](=[O:25])[C:13]2=[O:24])=[O:10])[CH:7]=[CH:6][CH:5]=[CH:4][CH:3]=1. Reported procedure: The above ester (12.0 g, 33 mmol) was reacted with 30% H2O2 (50 ml) in glacial acetic acid (350 ml) at 55° C. for 24 h. The mixture was cooled and 600 ml of icecold water was added. The precipitate was filtered off and recrystallized from DMF-water to afford 7.16 g of the title compound. M.p. 286°-289° C. 1H-NMR(DMSO-d6):δ5.08(s, 2H), 5.22(s, 2H), 7.28-7.45(m, 6H), 7.75(s, 1H), 12.35(s, 1H). Starting materials: CCOC(=O)C (EtOAc), N1(CCC1)C(=O)C1=CC2=NC=CC(=C2S1)Cl (azetidin-1-yl-(7-chloro-thieno[3,2-b]pyridin-2-yl)-methanone), COC(CC1=C(C=C(C=C1)O)Cl)=O ((2-chloro-4-hydroxy-phenyl)-acetic acid methyl ester), C(=O)([O-])[O-].[Cs+].[Cs+] (Cs2CO3). Solvent: O (water), CS(=O)C (DMSO). Reaction conditions: temperature 100 celsius. Product: COC(CC1=C(C=C(C=C1)OC1=C2C(=NC=C1)C=C(S2)C(=O)N2CCC2)Cl)=O ({4-[2-(Azetidine-1-carbonyl)-thieno[3,2-b]pyridin-7-yloxy]-2-chloro-phenyl}-acetic acid methyl ester). The yield is 41.5%. As a reaction SMILES: [N:1]1([C:5]([C:7]2[S:15][C:14]3[C:9](=[N:10][CH:11]=[CH:12][C:13]=3Cl)[CH:8]=2)=[O:6])[CH2:4][CH2:3][CH2:2]1.[CH3:17][O:18][C:19](=[O:29])[CH2:20][C:21]1[CH:26]=[CH:25][C:24]([OH:27])=[CH:23][C:22]=1[Cl:28].C([O-])([O-])=O.[Cs+].[Cs+].CCOC(C)=O>CS(C)=O.O>[CH3:17][O:18][C:19](=[O:29])[CH2:20][C:21]1[CH:26]=[CH:25][C:24]([O:27][C:13]2[CH:12]=[CH:11][N:10]=[C:9]3[CH:8]=[C:7]([C:5]([N:1]4[CH2:4][CH2:3][CH2:2]4)=[O:6])[S:15][C:14]=23)=[CH:23][C:22]=1[Cl:28] |f:2.3.4|. Reported procedure: A mixture of azetidin-1-yl-(7-chloro-thieno[3,2-b]pyridin-2-yl)-methanone (21a) (930 mg, 3.70 mmol), (2-chloro-4-hydroxy-phenyl)-acetic acid methyl ester (49e) (740 mg, 3.70 mmol), and Cs2CO3 (1.82 g, 7.40 mmol) in 7 mL of DMSO was heated at 100° C. for overnight and cooled to room temperature. EtOAc and water were added. The organic layer was washed three times with water, dried over Na2SO4, and concentrated in vacuo. The residue was purified by flash column chromatography eluting with EtOAc:CH...